Dataset: the Open Reaction Database (ORD), a public repository of structured organic reaction records. Task: describe an organic reaction: reactants, conditions, products, and yield Reactants: [H-].[Na+] (Sodium hydride), ClCC(CC(=O)OCC)=O (Ethyl 4-chloroacetoacetate), Cl (hydrochloric acid), CC=1N(C(=C(N1)C)C)CCO (2-(2,4,5-Trimethylimidazol-1-yl)ethanol). Solvent: O1CCCC1 (tetrahydrofuran), O1CCCC1 (tetrahydrofuran). Reaction conditions: time 4 hour. Product: CC=1N(C(=C(N1)C)C)CCOCC(CC(=O)OCC)=O (Ethyl 4-[2-(2,4,5-trimethylimidazol-1-yl)ethoxy]-3-ketobutanoate). Isolated yield 36.9%. RXN SMILES: [H-].[Na+].[CH3:3][C:4]1[N:5]([CH2:11][CH2:12][OH:13])[C:6]([CH3:10])=[C:7]([CH3:9])[N:8]=1.Cl[CH2:15][C:16](=[O:23])[CH2:17][C:18]([O:20][CH2:21][CH3:22])=[O:19].Cl>O1CCCC1>[CH3:3][C:4]1[N:5]([CH2:11][CH2:12][O:13][CH2:15][C:16](=[O:23])[CH2:17][C:18]([O:20][CH2:21][CH3:22])=[O:19])[C:6]([CH3:10])=[C:7]([CH3:9])[N:8]=1 |f:0.1|. Procedure: Sodium hydride (80% dispersion in oil) (7.8 g) was suspended in dry tetrahydrofuran (100 ml). 2-(2,4,5-Trimethylimidazol-1-yl)ethanol (20 g) was added and the suspension sonicated until there was no further gas evolution. Ethyl 4-chloroacetoacetate (21.3 g) in dry tetrahydrofuran (25 ml) was added over 0.75 hours with sonication, and sonication continued for a further 4 hours. The suspension was poured into 2N hydrochloric acid (200 ml) and the tetrahydrofuran removed under vacuum. The aqueous s... Reactants: CCO, [N-]=[N+]=NCCCCCCCOc1ccc(Cl)cc1. Product: NCCCCCCCOc1ccc(Cl)cc1. As a reaction SMILES: [CH3:19][CH2:20][OH:21].[N:1](=[N+:2]=[N-:3])[CH2:4][CH2:5][CH2:6][CH2:7][CH2:8][CH2:9][CH2:10][O:11][c:12]1[cH:13][cH:14][c:15]([Cl:18])[cH:16][cH:17]1>>[NH2:1][CH2:4][CH2:5][CH2:6][CH2:7][CH2:8][CH2:9][CH2:10][O:11][c:12]1[cH:13][cH:14][c:15]([Cl:18])[cH:16][cH:17]1. The reactants are CNC, COS(=O)(=O)[O-], COC1=[N+](C(C)C)CCC1, c1ccccc1. Product: COS(=O)(=O)[O-], CC(C)[N+]1=C(N(C)C)CCC1. RXN SMILES: [CH3:17][NH:18][CH3:19].[CH3:1][O:2][S:3](=[O:4])(=[O:5])[O-:6].[CH:7]([CH3:8])([CH3:9])[N+:10]1=[C:11]([O:15][CH3:16])[CH2:12][CH2:13][CH2:14]1.[cH:20]1[cH:21][cH:22][cH:23][cH:24][cH:25]1>>[CH3:1][O:2][S:3](=[O:4])(=[O:5])[O-:6].[CH:7]([CH3:8])([CH3:9])[N+:10]1=[C:11]([N:18]([CH3:17])[CH3:19])[CH2:12][CH2:13][CH2:14]1.